From a dataset of the Open Reaction Database (ORD), a public repository of structured organic reaction records. describe an organic reaction: reactants, conditions, products, and yield Starting materials: Cl.CN1N=CC(=C1)C=1C=C2C(CC3(CCNCC3)OC2=CC1)=O (6-(1-methyl-1H-pyrazol-4-yl)spiro[chroman-2,4′-piperidin]-4-one hydrochloride), C(C)OC1=C(C(=CC(=C1)C(=O)O)OCC)C1=CC=C(C=C1)C(=O)OC (2,6-diethoxy-4′-(methoxycarbonyl)biphenyl-4-carboxylic acid). Yields the product C(C)OC1=C(C(=CC(=C1)C(=O)N1CCC2(CC1)OC1=CC=C(C=C1C(C2)=O)C=2C=NN(C2)C)OCC)C2=CC=C(C=C2)C(=O)OC (Methyl 2′,6′-diethoxy-4′-{[6-(1-methyl-1H-pyrazol-4-yl)-4-oxospiro[chroman-2,4′-piperidin]-1′-yl]carbonyl}biphenyl-4-carboxylate). As a reaction SMILES: Cl.[CH3:2][N:3]1[CH:7]=[C:6]([C:8]2[CH:9]=[C:10]3[C:20](=[CH:21][CH:22]=2)[O:19][C:13]2([CH2:18][CH2:17][NH:16][CH2:15][CH2:14]2)[CH2:12][C:11]3=[O:23])[CH:5]=[N:4]1.[CH2:24]([O:26][C:27]1[CH:32]=[C:31]([C:33](O)=[O:34])[CH:30]=[C:29]([O:36][CH2:37][CH3:38])[C:28]=1[C:39]1[CH:44]=[CH:43][C:42]([C:45]([O:47][CH3:48])=[O:46])=[CH:41][CH:40]=1)[CH3:25]>>[CH2:37]([O:36][C:29]1[CH:30]=[C:31]([C:33]([N:16]2[CH2:15][CH2:14][C:13]3([CH2:12][C:11](=[O:23])[C:10]4[C:20](=[CH:21][CH:22]=[C:8]([C:6]5[CH:5]=[N:4][N:3]([CH3:2])[CH:7]=5)[CH:9]=4)[O:19]3)[CH2:18][CH2:17]2)=[O:34])[CH:32]=[C:27]([O:26][CH2:24][CH3:25])[C:28]=1[C:39]1[CH:40]=[CH:41][C:42]([C:45]([O:47][CH3:48])=[O:46])=[CH:43][CH:44]=1)[CH3:38] |f:0.1|. Procedure details: In the same manner as in Example 25, the intended compound was obtained as a colorless solid using 6-(1-methyl-1H-pyrazol-4-yl)spiro[chroman-2,4′-piperidin]-4-one hydrochloride and 2,6-diethoxy-4′-(methoxycarbonyl)biphenyl-4-carboxylic acid. Product: [Cl-], C=CCC(CI)CC(=O)O. RXN SMILES: [I:5][CH2:6][CH:7]([CH2:8][C:9](=[O:10])[OH:11])[CH2:12][CH:13]=[CH2:14].[S:1]([Cl:2])([Cl:3])=[O:4].[cH:15]1[cH:16][cH:17][cH:18][cH:19][cH:20]1>>[Cl-:3].[I:5][CH2:6][CH:7]([CH2:8][C:9](=[O:10])[OH:11])[CH2:12][CH:13]=[CH2:14]. The reactants are C=CCC(CI)CC(=O)O, O=S(Cl)Cl, c1ccccc1. Starting materials: [Ag+2], O=C([O-])[O-], Cc1ccccc1, CCOC(C)=O, IC1(Sc2ccccc2)CC1, O=Cc1cc(OC(F)(F)F)ccc1O. The product is O=Cc1cc(OC(F)(F)F)ccc1OC1(Sc2ccccc2)CC1. As a reaction SMILES: [Ag+2:43].[C:39](=[O:40])([O-:41])[O-:42].[CH3:26][c:27]1[cH:28][cH:29][cH:30][cH:31][cH:32]1.[CH3:33][CH2:34][O:35][C:36](=[O:37])[CH3:38].[I:15][C:16]1([S:19][c:20]2[cH:21][cH:22][cH:23][cH:24][cH:25]2)[CH2:17][CH2:18]1.[OH:1][c:2]1[c:3]([CH:4]=[O:5])[cH:6][c:7]([O:10][C:11]([F:12])([F:13])[F:14])[cH:8][cH:9]1>>[O:1]([c:2]1[c:3]([CH:4]=[O:5])[cH:6][c:7]([O:10][C:11]([F:12])([F:13])[F:14])[cH:8][cH:9]1)[C:16]1([S:19][c:20]2[cH:21][cH:22][cH:23][cH:24][cH:25]2)[CH2:17][CH2:18]1.